This data is from the Open Reaction Database (ORD), a public repository of structured organic reaction records. The task is: describe an organic reaction: reactants, conditions, products, and yield Reactants: C1OC2(C(C3=CC([C@H]4[C@@H]5CC[C@@H]([C@@]5(C(O[SiH3])(C)C)CC[C@@H]4[C@]3(CC2)C)C(C)(C)C)=O)(C)C)OC1 (3,3-(ethylenedioxy)-4,4-dimethyl-17β-tert-butyldimethyl-silyloxyandrost-5-en-7-one). Reagents/catalysts: [Pd] (Pd/C). Run in O1CCOCC1 (dioxane). Reaction conditions: time 72 hour. The product is C1OC2(C(C3CC([C@H]4[C@@H]5CC[C@@H]([C@@]5(C(O[SiH3])(C)C)CC[C@@H]4[C@]3(CC2)C)C(C)(C)C)=O)(C)C)OC1 (3,3-(ethylenedioxy)-4,4-dimethyl-17β-tert-butyldimethyl-silyloxyandrostan-7-one). Yield: 62.3%. As a reaction SMILES: [CH2:1]1[CH2:34][O:33][C:3]2([CH2:24][CH2:23][C@@:22]3([CH3:25])[C:5](=[CH:6][C:7](=[O:30])[C@@H:8]4[C@@H:21]3[CH2:20][CH2:19][C@@:13]3([C:14]([CH3:18])([CH3:17])[O:15][SiH3:16])[C@H:9]4[CH2:10][CH2:11][C@@H:12]3[C:26]([CH3:29])([CH3:28])[CH3:27])[C:4]2([CH3:32])[CH3:31])[O:2]1>O1CCOCC1.[Pd]>[CH2:34]1[CH2:1][O:2][C:3]2([CH2:24][CH2:23][C@@:22]3([CH3:25])[CH:5]([CH2:6][C:7](=[O:30])[C@@H:8]4[C@@H:21]3[CH2:20][CH2:19][C@@:13]3([C:14]([CH3:17])([CH3:18])[O:15][SiH3:16])[C@H:9]4[CH2:10][CH2:11][C@@H:12]3[C:26]([CH3:29])([CH3:28])[CH3:27])[C:4]2([CH3:32])[CH3:31])[O:33]1. Procedure details: To a solution of 3,3-(ethylenedioxy)-4,4-dimethyl-17β-tert-butyldimethyl-silyloxyandrost-5-en-7-one (3.9 g) in dioxane (270 ml), Pd/C 10% (390 mg) was added, and then the mixture was hydrogenated at RT for 72 h. The catalyst was filtered off, washed with EtOAc and the organic phase evaporated under reduced pressure. The crude reaction mixture was purified by flash chromatography (SiO2, n-hexane/EtOAc/toluene 90/5/5) to give 3,3-(ethylenedioxy)-4,4-dimethyl-17β-tert-butyldimethyl-silyloxyandrosta... Reactants: Cc1nn(C(c2ccccc2)(c2ccccc2)c2ccccc2)cc1-c1ccc2nccc(N3CCN(C(=O)N4CCOCC4)CC3)c2c1, Cl. The product is Cc1n[nH]cc1-c1ccc2nccc(N3CCN(C(=O)N4CCOCC4)CC3)c2c1, Cl. As a reaction SMILES: [CH3:1][c:2]1[n:3][n:4]([C:31]([c:32]2[cH:33][cH:34][cH:35][cH:36][cH:37]2)([c:38]2[cH:39][cH:40][cH:41][cH:42][cH:43]2)[c:44]2[cH:45][cH:46][cH:47][cH:48][cH:49]2)[cH:5][c:6]1-[c:7]1[cH:8][c:9]2[c:10]([N:17]3[CH2:18][CH2:19][N:20]([C:23](=[O:24])[N:25]4[CH2:26][CH2:27][O:28][CH2:29][CH2:30]4)[CH2:21][CH2:22]3)[cH:11][cH:12][n:13][c:14]2[cH:15][cH:16]1.[ClH:50]>>[CH3:1][c:2]1[n:3][nH:4][cH:5][c:6]1-[c:7]1[cH:8][c:9]2[c:10]([N:17]3[CH2:18][CH2:19][N:20]([C:23](=[O:24])[N:25]4[CH2:26][CH2:27][O:28][CH2:29][CH2:30]4)[CH2:21][CH2:22]3)[cH:11][cH:12][n:13][c:14]2[cH:15][cH:16]1.[ClH:50]. Reaction SMILES: [CH2:1]([O:2][C:4]([c:5]1[cH:6][cH:7][c:8]2[n:9]([cH:10]1)[cH:11][c:12]([C:14](=[O:15])[O:16][CH2:17][CH3:18])[n:13]2)=[NH:19])[CH3:3].[CH3:23][CH2:24][OH:25].[NH2:21][NH2:22].[OH2:20]>>[C:4]([c:5]1[cH:6][cH:7][c:8]2[n:9]([cH:10]1)[cH:11][c:12]([C:14](=[O:15])[O:16][CH2:17][CH3:18])[n:13]2)(=[NH:19])[NH:21][NH2:22]. The product is CCOC(=O)c1cn2cc(C(=N)NN)ccc2n1. Reactants: CCOC(=N)c1ccc2nc(C(=O)OCC)cn2c1, CCO, NN, O. Reactants: C12=C(C(CC(C1(C)C)C2)(C2(C(=C1C(C(C2)C1)(C)C)C)C1C(=C2C(C(C1)C2)(C)C)C)/C/2=C/C(=O)OC2=O)C (terpinene-maleic anhydride), C1=CC=C(C=C1)/C=C/CO[C@H]2[C@@H]([C@H]([C@@H]([C@H](O2)CO)O)O)O (Rosin), CCCCCCCCCC/C=C/C1CC(=O)OC1=O (DDSA), C1(O)=CC=C(O)C=C1 (hydroquinone), C12=C(C(CC(C1(C)C)C2)(C2(C(=C1C(C(C2)C1)(C)C)C)C1C(=C2C(C(C1)C2)(C)C)C)/C/2=C/C(=O)OC2=O)C (terpinene-maleic anhydride), FC(C(F)(F)[*:1])(F)[*:2] (polytetrafluoroethylene). The reagents and catalysts are AC422 titanium. The solvent is CO (methanol). Reaction conditions: temperature 170 celsius. Product: C12=C(C(CC(C1(C)C)C2)C2(C(=C1C(C(C2)C1)(C)C)C)C1C(=C2C(C(C1)C2)(C)C)C)C (Terpinene). RXN SMILES: [C:1]12[CH2:9][CH:5]([C:6]1([CH3:8])[CH3:7])[CH2:4][C:3](C1=CC(OC1=O)=O)([C:10]1([CH:20]3[CH2:25][CH:24]4[CH2:26][C:22]([C:23]4([CH3:28])[CH3:27])=[C:21]3[CH3:29])[CH2:15][CH:14]3[CH2:16][C:12]([C:13]3([CH3:18])[CH3:17])=[C:11]1[CH3:19])[C:2]=2[CH3:37].C1C=CC(/C=C/CO[C@@H]2O[C@H](CO)[C@@H](O)[C@H](O)[C@H]2O)=CC=1.CCCCCCCCCC/C=C/C1C(=O)OC(=O)C1.C1(C=CC(O)=CC=1)O>CO>[C:1]12[CH2:9][CH:5]([C:6]1([CH3:8])[CH3:7])[CH2:4][CH:3]([C:10]1([CH:20]3[CH2:25][CH:24]4[CH2:26][C:22]([C:23]4([CH3:28])[CH3:27])=[C:21]3[CH3:29])[CH2:15][CH:14]3[CH2:16][C:12]([C:13]3([CH3:17])[CH3:18])=[C:11]1[CH3:19])[C:2]=2[CH3:37]. Reported procedure: A 1 liter Parr reactor equipped with a mechanical stirrer, bottom drain valve and distillation apparatus, was charged with NDC (111.0 g, 0.453 moles, 0.121 eq), PPG (211.0 g, 2.768 moles, 0.508 eq; excess 0.232 eq), terpinene-maleic anhydride adduct (42 g, 0.180 moles, 0.048 eq), Rosin-Ar (88 g, 0.249 moles, 0.0667 eq), DDSA (118 g, 0.445 moles, 0.119 eq), SA (53.0 g, 0.453 moles, 0.121 eq) followed by 1.0 g of both Fascat 4100 and Vertec AC422 titanium catalyst. About 0.4 g of hydroquinone were... Starting materials: CC(C)(C)OC(=O)NN1CCN(c2cnc(-c3cccc(Cn4nc(-c5cccc(C#N)c5)ccc4=O)c3)nc2)CC1, CC#N, Cl, C1COCCO1. The product is N#Cc1cccc(-c2ccc(=O)n(Cc3cccc(-c4ncc(N5CCNCC5)cn4)c3)n2)c1. Reaction SMILES: [C:1](#[N:2])[c:3]1[cH:4][c:5](-[c:9]2[n:10][n:11]([CH2:16][c:17]3[cH:18][c:19](-[c:23]4[n:24][cH:25][c:26]([N:29]5[CH2:30][CH2:31][N:32]([NH:35][C:36]([O:37][C:38]([CH3:39])([CH3:40])[CH3:41])=[O:42])[CH2:33][CH2:34]5)[cH:27][n:28]4)[cH:20][cH:21][cH:22]3)[c:12](=[O:15])[cH:13][cH:14]2)[cH:6][cH:7][cH:8]1.[CH3:44][C:45]#[N:46].[ClH:43].[O:47]1[CH2:48][CH2:49][O:50][CH2:51][CH2:52]1>>[C:1](#[N:2])[c:3]1[cH:4][c:5](-[c:9]2[n:10][n:11]([CH2:16][c:17]3[cH:18][c:19](-[c:23]4[n:24][cH:25][c:26]([N:29]5[CH2:30][CH2:31][NH:32][CH2:33][CH2:34]5)[cH:27][n:28]4)[cH:20][cH:21][cH:22]3)[c:12](=[O:15])[cH:13][cH:14]2)[cH:6][cH:7][cH:8]1. Starting materials: N#Cc1cc(Cl)cc(Oc2c(Br)ccc(CBr)c2F)c1, CO, N, C1CCOC1. The product is N#Cc1cc(Cl)cc(Oc2c(Br)ccc(CN)c2F)c1. As a reaction SMILES: [Br:1][c:2]1[cH:3][cH:4][c:5]([CH2:19][Br:20])[c:6]([F:18])[c:7]1[O:8][c:9]1[cH:10][c:11]([C:12]#[N:13])[cH:14][c:15]([Cl:17])[cH:16]1.[CH3:22][OH:23].[NH3:21].[O:24]1[CH2:25][CH2:26][CH2:27][CH2:28]1>>[Br:1][c:2]1[cH:3][cH:4][c:5]([CH2:19][NH2:21])[c:6]([F:18])[c:7]1[O:8][c:9]1[cH:10][c:11]([C:12]#[N:13])[cH:14][c:15]([Cl:17])[cH:16]1. Starting materials: C(C1=CC=CC=C1)N1C[C@H]([C@H](C1)O)O ((3R,4S)-1-benzylpyrrolidine-3,4-diol), CS(=O)(=O)OCCCCCCCC\C=C/C\C=C/CCCCC ((9Z,12Z)-octadec-9,12-dienyl methanesulfonate). Product: C(C1=CC=CC=C1)N1C[C@H]([C@@H](C1)OCCCCCCCC\C=C/C\C=C/CCCCC)OCCCCCCCC\C=C/C\C=C/CCCCC ((3R,4R)-1-Benzyl-3,4-bis((9Z,12Z)-octadec-9,12-dienyloxy)pyrrolidine). Reaction SMILES: [CH2:1]([N:8]1[CH2:12][C@H:11]([OH:13])[C@H:10]([OH:14])[CH2:9]1)[C:2]1[CH:7]=[CH:6][CH:5]=[CH:4][CH:3]=1.CS(O[CH2:20][CH2:21][CH2:22][CH2:23][CH2:24][CH2:25][CH2:26][CH2:27]/[CH:28]=[CH:29]\[CH2:30]/[CH:31]=[CH:32]\[CH2:33][CH2:34][CH2:35][CH2:36][CH3:37])(=O)=O>>[CH2:1]([N:8]1[CH2:12][C@@H:11]([O:13][CH2:20][CH2:21][CH2:22][CH2:23][CH2:24][CH2:25][CH2:26][CH2:27]/[CH:28]=[CH:29]\[CH2:30]/[CH:31]=[CH:32]\[CH2:33][CH2:34][CH2:35][CH2:36][CH3:37])[C@H:10]([O:14][CH2:20][CH2:21][CH2:22][CH2:23][CH2:24][CH2:25][CH2:26][CH2:27]/[CH:28]=[CH:29]\[CH2:30]/[CH:31]=[CH:32]\[CH2:33][CH2:34][CH2:35][CH2:36][CH3:37])[CH2:9]1)[C:2]1[CH:3]=[CH:4][CH:5]=[CH:6][CH:7]=1. Reported procedure: Compound VI-3 (398 mg, 40.7%) was obtained in the same manner as that in Reference Example 1, by using (3R,4S)-1-benzylpyrrolidine-3,4-diol (Diverchim S. A.; 274 mg, 1.42 mmol) and (9Z,12Z)-octadec-9,12-dienyl methanesulfonate (Nu-Chek Prep, Inc; 1.22 g, 3.54 mmol). The reactants are CC(=O)O, O=C1C2CCC=CC2C1(Cl)Cl, [Zn]. The product is O=C1CC2C=CCCC12. As a reaction SMILES: [CH3:12][C:13](=[O:14])[OH:15].[Cl:1][C:2]1([Cl:11])[C:3](=[O:10])[CH:4]2[CH2:5][CH2:6][CH:7]=[CH:8][CH:9]12.[Zn:16]>>[CH2:2]1[C:3](=[O:10])[CH:4]2[CH2:5][CH2:6][CH:7]=[CH:8][CH:9]12.